From a dataset of the Open Reaction Database (ORD), a public repository of structured organic reaction records. describe an organic reaction: reactants, conditions, products, and yield Starting materials: ClC1=CC=C(C=N1)OC1CCN(CC1)C(=O)OC(C)(C)C (tert-butyl 4-((6-chloropyridin-3-yl)oxy)piperidine-1-carboxylate), CC1=CNC2=CC=C(C=C12)S(=O)(=O)C (3-methyl-5-(methylsulfonyl)-1H-indole). Yields the product C(C)(C)(C)OC(=O)N1CCC(CC1)OC=1C=NC(=CC1)N1C=C(C2=CC(=CC=C12)S(=O)(=O)C)C (tert-Butyl-4-((6-(3-methyl-5-(methylsulfonyl)-1H-indol-1-yl)pyridin-3-yl)oxy)piperidine-1-carboxylate). Reaction SMILES: Cl[C:2]1[N:7]=[CH:6][C:5]([O:8][CH:9]2[CH2:14][CH2:13][N:12]([C:15]([O:17][C:18]([CH3:21])([CH3:20])[CH3:19])=[O:16])[CH2:11][CH2:10]2)=[CH:4][CH:3]=1.[CH3:22][C:23]1[C:31]2[C:26](=[CH:27][CH:28]=[C:29]([S:32]([CH3:35])(=[O:34])=[O:33])[CH:30]=2)[NH:25][CH:24]=1>>[C:18]([O:17][C:15]([N:12]1[CH2:13][CH2:14][CH:9]([O:8][C:5]2[CH:6]=[N:7][C:2]([N:25]3[C:26]4[C:31](=[CH:30][C:29]([S:32]([CH3:35])(=[O:34])=[O:33])=[CH:28][CH:27]=4)[C:23]([CH3:22])=[CH:24]3)=[CH:3][CH:4]=2)[CH2:10][CH2:11]1)=[O:16])([CH3:21])([CH3:20])[CH3:19]. Reported procedure: The title compound was prepared by following the similar procedure as described in Example-1 by using tert-butyl 4-((6-chloropyridin-3-yl)oxy)piperidine-1-carboxylate (intermediate-6) and 3-methyl-5-(methylsulfonyl)-1H-indole (intermediate-23). The reactants are OC(C(=O)NCC1N(CCC1)C(=O)OC(C)(C)C)C1=CC=C(C=C1)C1=NOC(=N1)C1=C(C(=NO1)C1=CC=CC=C1)C(F)(F)F ((R/S)-tert-butyl 2-((2-hydroxy-2-(4-(5-(3-phenyl-4-(trifluoromethyl)isoxazol-5-yl)-1,2,4-oxadiazol-3-yl)phenyl)acetamido)methyl)pyrrolidine-1-carboxylate), C(=O)(C(F)(F)F)O (TFA). Run at time 30 minute. Yields the product OC(C(=O)NCC1NCCC1)C1=CC=C(C=C1)C1=NOC(=N1)C1=C(C(=NO1)C1=CC=CC=C1)C(F)(F)F ((R/S)-2-hydroxy-2-(4-(5-(3-phenyl-4-(trifluoromethyl)isoxazol-5-yl)-1,2,4-oxadiazol-3-yl)phenyl)-N-(pyrrolidin-2-ylmethyl)acetamide), C(=O)(C(F)(F)F)O (TFA). Yield: 80.4%. RXN SMILES: [OH:1][CH:2]([C:19]1[CH:24]=[CH:23][C:22]([C:25]2[N:29]=[C:28]([C:30]3[O:34][N:33]=[C:32]([C:35]4[CH:40]=[CH:39][CH:38]=[CH:37][CH:36]=4)[C:31]=3[C:41]([F:44])([F:43])[F:42])[O:27][N:26]=2)=[CH:21][CH:20]=1)[C:3]([NH:5][CH2:6][CH:7]1[CH2:11][CH2:10][CH2:9][N:8]1C(OC(C)(C)C)=O)=[O:4].[C:45]([OH:51])([C:47]([F:50])([F:49])[F:48])=[O:46]>>[OH:1][CH:2]([C:19]1[CH:20]=[CH:21][C:22]([C:25]2[N:29]=[C:28]([C:30]3[O:34][N:33]=[C:32]([C:35]4[CH:40]=[CH:39][CH:38]=[CH:37][CH:36]=4)[C:31]=3[C:41]([F:42])([F:43])[F:44])[O:27][N:26]=2)=[CH:23][CH:24]=1)[C:3]([NH:5][CH2:6][CH:7]1[CH2:11][CH2:10][CH2:9][NH:8]1)=[O:4].[C:45]([OH:51])([C:47]([F:50])([F:49])[F:48])=[O:46]. Reported procedure: (R/S)-2-Hydroxy-2-(4-(5-(3-phenyl-4-(trifluoromethyl)isoxazol-5-yl)-1,2,4-oxadiazol-3-yl)phenyl)acetic acid (Int-V, 30 mg, 0.070 mmol), 2-(aminomethyl)-1N-Boc-pyrrolidine (20.9 mg, 0.104 mmol), 4-methylmorpholine (28.1 mg, 0.278 mmol), and HATU (34.4 mg, 0.090 mmol) were added to DMF (1 mL). This was stirred for 1 h before it was purified by prep HPLC (PHENOMENEX® Luna 5u 21×250 mm, gradient elution with Method 1—MeOH/water containing 0.1% trifluoroacetic acid as defined above, 0% B to 100% B ov... Reactants: CCOC(=O)c1cc(CC(C)(C)C#N)n(CCO)n1, C1CCOC1, [Cl-], [H-], CI, [NH4+], [Na+]. Product: CCOC(=O)c1cc(CC(C)(C)C#N)n(CCOC)n1. Reaction SMILES: [C:1](#[N:2])[C:3]([CH2:4][c:5]1[cH:6][c:7]([C:13](=[O:14])[O:15][CH2:16][CH3:17])[n:8][n:9]1[CH2:10][CH2:11][OH:12])([CH3:18])[CH3:19].[CH2:26]1[O:27][CH2:28][CH2:29][CH2:30]1.[Cl-:24].[H-:22].[I:20][CH3:21].[NH4+:25].[Na+:23]>>[C:1](#[N:2])[C:3]([CH2:4][c:5]1[cH:6][c:7]([C:13](=[O:14])[O:15][CH2:16][CH3:17])[n:8][n:9]1[CH2:10][CH2:11][O:12][CH3:21])([CH3:18])[CH3:19].